The task is: describe an organic reaction: reactants, conditions, products, and yield. This data is from the Open Reaction Database (ORD), a public repository of structured organic reaction records. Starting materials: CO, NC(=O)Cc1ccccc1Nc1c(Cl)cccc1Cl, Cl, NO, [Na]. The product is O=C(Cc1ccccc1Nc1c(Cl)cccc1Cl)NO. RXN SMILES: [CH3:24][OH:25].[Cl:5][c:6]1[c:7]([NH:8][c:9]2[c:10]([CH2:15][C:16](=[O:17])[NH2:18])[cH:11][cH:12][cH:13][cH:14]2)[c:19]([Cl:23])[cH:20][cH:21][cH:22]1.[ClH:2].[NH2:3][OH:4].[Na:1]>>[OH:4][NH:18][C:16]([CH2:15][c:10]1[c:9]([NH:8][c:7]2[c:6]([Cl:5])[cH:22][cH:21][cH:20][c:19]2[Cl:23])[cH:14][cH:13][cH:12][cH:11]1)=[O:17]. Starting materials: CCCCCC1CCC(C=CCCc2ccc(C=O)cc2)CC1, CC(C)=O, O. The product is CCCCCC1CCC(C=CCCc2ccc(C(=O)O)cc2)CC1. Reaction SMILES: [CH2:1]([CH2:2][CH2:3][CH2:4][CH3:5])[CH:6]1[CH2:7][CH2:8][CH:9]([CH:12]=[CH:13][CH2:14][CH2:15][c:16]2[cH:17][cH:18][c:19]([CH:20]=[O:21])[cH:22][cH:23]2)[CH2:10][CH2:11]1.[CH3:25][C:26](=[O:27])[CH3:28].[OH2:24]>>[CH2:1]([CH2:2][CH2:3][CH2:4][CH3:5])[CH:6]1[CH2:7][CH2:8][CH:9]([CH:12]=[CH:13][CH2:14][CH2:15][c:16]2[cH:17][cH:18][c:19]([C:20](=[O:21])[OH:24])[cH:22][cH:23]2)[CH2:10][CH2:11]1. Reactants: OCC1C2=C(C3=C(C(N1)=O)C=CC=C3)C=CC=C2 (7-hydroxymethyl-6,7-dihydro-dibenzo[c,e]azepin-5-one), CS(=O)(=O)Cl (MsCl). Run in N1=CC=CC=C1 (pyridine). Run at temperature 0 celsius, time 20 minute. The product is O=C1C2=C(C3=C(C(N1)COS(=O)(=O)C)C=CC=C3)C=CC=C2 (Methanesulfonic Acid 7-oxo-6,7-dihydro-5H-dibenzo[c,e]azepin-5-ylmethyl Ester). As a reaction SMILES: [OH:1][CH2:2][CH:3]1[NH:9][C:8](=[O:10])[C:7]2[CH:11]=[CH:12][CH:13]=[CH:14][C:6]=2[C:5]2[CH:15]=[CH:16][CH:17]=[CH:18][C:4]1=2.[CH3:19][S:20](Cl)(=[O:22])=[O:21]>N1C=CC=CC=1>[O:10]=[C:8]1[NH:9][CH:3]([CH2:2][O:1][S:20]([CH3:19])(=[O:22])=[O:21])[C:4]2[CH:18]=[CH:17][CH:16]=[CH:15][C:5]=2[C:6]2[CH:14]=[CH:13][CH:12]=[CH:11][C:7]1=2. Procedure: To a solution of 7-hydroxymethyl-6,7-dihydro-dibenzo[c,e]azepin-5-one in pyridine (2 mL) at 0° C. is added MsCl. The mixture is stirred at 0° C. for 20 min then is quenched with ice/water. The mixture is extracted with EtOAc and the organic phase is dried over magnesium sulfate and the solvent is removed under reduced pressure to give the title compound which is used directly in the next step. The reactants are CI, [H-], Nc1ccc(Br)cn1, [Na+], CN(C)C=O. Yields the product CNc1ccc(Br)cn1. As a reaction SMILES: [CH3:11][I:12].[H-:2].[NH2:3][c:4]1[n:5][cH:6][c:7]([Br:10])[cH:8][cH:9]1.[Na+:1].[O:13]=[CH:14][N:15]([CH3:16])[CH3:17]>>[NH:3]([c:4]1[n:5][cH:6][c:7]([Br:10])[cH:8][cH:9]1)[CH3:11]. Reactants: C1(=CC=CC=C1)CCCC(C(=O)OCC)C(=O)OCC (diethyl 3-phenylpropylmalonate), [OH-].[K+] (potassium hydroxide). Run in C(C)O (ethanol), O (water). Yields the product C1(=CC=CC=C1)CCCC(C(=O)O)C(=O)O (3-Phenylpropylmalonic Acid). Yield: 97.9%. Reaction SMILES: [C:1]1([CH2:7][CH2:8][CH2:9][CH:10]([C:16]([O:18]CC)=[O:17])[C:11]([O:13]CC)=[O:12])[CH:6]=[CH:5][CH:4]=[CH:3][CH:2]=1.[OH-].[K+]>C(O)C.O>[C:1]1([CH2:7][CH2:8][CH2:9][CH:10]([C:16]([OH:18])=[O:17])[C:11]([OH:13])=[O:12])[CH:2]=[CH:3][CH:4]=[CH:5][CH:6]=1 |f:1.2|. Procedure details: A mixture of diethyl 3-phenylpropylmalonate (5.5 g) and potassium hydroxide (2.8 g, 2.5 eq) in ethanol (20 ml) and water (30 ml) was refluxed for 5 hours. Work-up as described in Example 37b) gave the title compound (4.3 g, 98%); νmax (CH2Cl2) 2940 (br), 1727 and 1413cm-1 ; δH (CDCl3) 1.73 (2H, m, CH2), 2.00 (2H, m, CH2), 2.66 (2H, t, J 7.5 Hz, CH2), 3.44 (1H, t, J 6.8 Hz, CH), 6.84 (2H, bs, 2×CO2H), 7.26 (5H, m, Ph). EIMS M+ 222, DCIMS MNH4+ 240. The reactants are O=C([O-])[O-], CN(C)CCC(=O)c1ccc(F)cc1, CN(C)C=O, Cl, [K+], [K+], OC1CNCC1Oc1ccccc1. The product is O=C(CCN1CC(O)C(Oc2ccccc2)C1)c1ccc(F)cc1. As a reaction SMILES: [C:29](=[O:30])([O-:31])[O-:32].[CH3:15][N:16]([CH2:17][CH2:18][C:19](=[O:20])[c:21]1[cH:22][cH:23][c:24]([F:27])[cH:25][cH:26]1)[CH3:28].[CH3:35][N:36]([CH3:37])[CH:38]=[O:39].[ClH:14].[K+:33].[K+:34].[O:1]([c:2]1[cH:3][cH:4][cH:5][cH:6][cH:7]1)[CH:8]1[CH:9]([OH:13])[CH2:10][NH:11][CH2:12]1>>[O:1]([c:2]1[cH:3][cH:4][cH:5][cH:6][cH:7]1)[CH:8]1[CH:9]([OH:13])[CH2:10][N:11]([CH2:17][CH2:18][C:19](=[O:20])[c:21]2[cH:22][cH:23][c:24]([F:27])[cH:25][cH:26]2)[CH2:12]1.